From a dataset of the Open Reaction Database (ORD), a public repository of structured organic reaction records. describe an organic reaction: reactants, conditions, products, and yield As a reaction SMILES: [Cl:30][CH2:31][Cl:32].[F:12][c:13]1[cH:14][c:15](-[c:20]2[n:21][n:22][c:23]([S:26][CH3:27])[n:24]2[CH3:25])[cH:16][c:17]([F:19])[cH:18]1.[Na+:29].[OH-:28].[OH:1][O:2][C:3]([c:4]1[cH:5][c:6]([Cl:7])[cH:8][cH:9][cH:10]1)=[O:11]>>[O:1]=[S:26]([c:23]1[n:22][n:21][c:20](-[c:15]2[cH:14][c:13]([F:12])[cH:18][c:17]([F:19])[cH:16]2)[n:24]1[CH3:25])([CH3:27])=[O:28]. Yields the product Cn1c(-c2cc(F)cc(F)c2)nnc1S(C)(=O)=O. The reactants are ClCCl, CSc1nnc(-c2cc(F)cc(F)c2)n1C, [Na+], [OH-], O=C(OO)c1cccc(Cl)c1. The reactants are CCCC[N+](CCCC)(CCCC)CCCC, CC#N, Cl, [F-], C[Si](C)(C)c1c(F)cc2c(c1F)COC(c1ccc(OCCN3CCCCC3)cc1)c1c-2ccc2cc(O)ccc12, O. The product is Cl, Oc1ccc2c3c(ccc2c1)-c1cc(F)cc(F)c1COC3c1ccc(OCCN2CCCCC2)cc1. As a reaction SMILES: [CH2:44]([N+:45]([CH2:46][CH2:47][CH2:48][CH3:49])([CH2:50][CH2:51][CH2:52][CH3:53])[CH2:54][CH2:55][CH2:56][CH3:57])[CH2:58][CH2:59][CH3:60].[CH3:62][C:63]#[N:64].[ClH:61].[F-:43].[F:1][c:2]1[c:3]([Si:38]([CH3:39])([CH3:40])[CH3:41])[c:4]([F:37])[cH:5][c:6]2[c:7]1[CH2:8][O:9][CH:10]([c:22]1[cH:23][cH:24][c:25]([O:28][CH2:29][CH2:30][N:31]3[CH2:32][CH2:33][CH2:34][CH2:35][CH2:36]3)[cH:26][cH:27]1)[c:11]1[c:12]-2[cH:13][cH:14][c:15]2[cH:16][c:17]([OH:21])[cH:18][cH:19][c:20]12.[OH2:42]>>[ClH:61].[F:1][c:2]1[cH:3][c:4]([F:37])[cH:5][c:6]2[c:7]1[CH2:8][O:9][CH:10]([c:22]1[cH:23][cH:24][c:25]([O:28][CH2:29][CH2:30][N:31]3[CH2:32][CH2:33][CH2:34][CH2:35][CH2:36]3)[cH:26][cH:27]1)[c:11]1[c:12]-2[cH:13][cH:14][c:15]2[cH:16][c:17]([OH:21])[cH:18][cH:19][c:20]12. The reactants are C(C)(C)OC=1C=C2C(NC=NC2=CC1OC(C)C)=O (6,7-Diisopropoxyquinazolin-4-one), C1(=CC=CC=C1)P(C1=CC=CC=C1)C1=CC=CC=C1 (triphenylphosphine), C(Cl)(Cl)(Cl)Cl (carbon tetrachloride), C(#C)C=1C=C(N)C=CC1 (3-ethynylaniline). The solvent is C(C)(C)O (isopropyl alcohol). Product: Cl.C(C)(C)OC=1C=C2C(=NC=NC2=CC1OC(C)C)NC1=CC(=CC=C1)C#C ((6,7-Diisopropoxy-quinazolin-4-yl)-(3-ethynyl-phenyl)-amine Hydrochloride). Reaction SMILES: [CH:1]([O:4][C:5]1[CH:6]=[C:7]2[C:12](=[CH:13][C:14]=1[O:15][CH:16]([CH3:18])[CH3:17])[N:11]=[CH:10][NH:9][C:8]2=O)([CH3:3])[CH3:2].C1(P(C2C=CC=CC=2)C2C=CC=CC=2)C=CC=CC=1.C(Cl)(Cl)(Cl)[Cl:40].[C:44]([C:46]1[CH:47]=[C:48]([CH:50]=[CH:51][CH:52]=1)[NH2:49])#[CH:45]>C(O)(C)C>[ClH:40].[CH:1]([O:4][C:5]1[CH:6]=[C:7]2[C:12](=[CH:13][C:14]=1[O:15][CH:16]([CH3:18])[CH3:17])[N:11]=[CH:10][N:9]=[C:8]2[NH:49][C:48]1[CH:50]=[CH:51][CH:52]=[C:46]([C:44]#[CH:45])[CH:47]=1)([CH3:3])[CH3:2] |f:5.6|. Procedure: 6,7-Diisopropoxyquinazolin-4-one (55 mg, 0.210 mmol), triphenylphosphine (121 mg, 0.462 mmol) and 3 mL of carbon tetrachloride were refluxed for 16 hours and the reaction mixture was concentrated in vacuo to a residue which was diluted with 3 mL of isopropyl alcohol and 3-ethynylaniline (30 mg, 0.257 mmol) and refluxed for 3 hours. The cooled reaction mixture was vacuum evaporated to afford the solid title product which was column chromatographed on silica gel eluted with 5% acetone in methylene... The reactants are CS(=O)(=O)C=1C=C(CN)C=CC1 (3-(methylsulfonyl)benzylamine), ClC1=C2C(=NC(=N1)Cl)N(N=C2)C (4,6-dichloro-1-methyl-1H-pyrazolo[3,4-d]pyrimidine). The product is ClC1=NC(=C2C(=N1)N(N=C2)C)NCC2=CC(=CC=C2)S(=O)(=O)C ((6-chloro-1-methyl-1H-pyrazolo[3,4-d]pyrimidin-4-yl)-(3-methanesulfonyl-benzyl)-amine). As a reaction SMILES: [CH3:1][S:2]([C:5]1[CH:6]=[C:7]([CH:10]=[CH:11][CH:12]=1)[CH2:8][NH2:9])(=[O:4])=[O:3].Cl[C:14]1[N:19]=[C:18]([Cl:20])[N:17]=[C:16]2[N:21]([CH3:24])[N:22]=[CH:23][C:15]=12>>[Cl:20][C:18]1[N:17]=[C:16]2[N:21]([CH3:24])[N:22]=[CH:23][C:15]2=[C:14]([NH:9][CH2:8][C:7]2[CH:10]=[CH:11][CH:12]=[C:5]([S:2]([CH3:1])(=[O:3])=[O:4])[CH:6]=2)[N:19]=1. Reported procedure: Reaction of 3-(methylsulfonyl)benzylamine with 4,6-dichloro-1-methyl-1H-pyrazolo[3,4-d]pyrimidine 5 by General Procedure B gave (6-chloro-1-methyl-1H-pyrazolo[3,4-d]pyrimidin-4-yl)-(3-methanesulfonyl-benzyl)-amine. Reactants: CC(C)(C)OC(=O)N1CCN(c2ccc(C3CCN(C(C)(C)C)CC3)cn2)c2ccccc21, ClCCl, Cl, C1COCCO1. Yields the product CC(C)(C)N1CCC(c2ccc(N3CCNc4ccccc43)nc2)CC1. As a reaction SMILES: [C:1]([O:2][C:3](=[O:4])[N:8]1[CH2:9][CH2:10][N:11]([c:18]2[cH:19][cH:20][c:21]([CH:24]3[CH2:25][CH2:26][N:27]([C:30]([CH3:31])([CH3:32])[CH3:33])[CH2:28][CH2:29]3)[cH:22][n:23]2)[c:12]2[cH:13][cH:14][cH:15][cH:16][c:17]21)([CH3:5])([CH3:6])[CH3:7].[Cl:41][CH2:42][Cl:43].[ClH:34].[O:35]1[CH2:36][CH2:37][O:38][CH2:39][CH2:40]1>>[NH:8]1[CH2:9][CH2:10][N:11]([c:18]2[cH:19][cH:20][c:21]([CH:24]3[CH2:25][CH2:26][N:27]([C:30]([CH3:31])([CH3:32])[CH3:33])[CH2:28][CH2:29]3)[cH:22][n:23]2)[c:12]2[cH:13][cH:14][cH:15][cH:16][c:17]21. Reactants: solution, C[Si](C)(C)[N-][Si](C)(C)C.[Li+] (lithium bis(trimethylsilyl)amide), C([O-])(O)=O.[Na+] (sodium bicarbonate), C(=O)([O-])[O-].[K+].[K+] (K2CO3), C(C)(C)N1CCN(CC1)C=1C=C(C#N)C=CN1 (2-(4-isopropyl-piperazin-1-yl)-isonicotinonitrile), BrCC(=O)C1=CC(=C(C=C1)F)Cl (2-bromo-3′-chloro-4′-fluoroacetophenone). Solvent: O1CCCC1 (tetrahydrofuran), O (water), C(Cl)(Cl)Cl (chloroform), C1CCOC1 (THF). Conditions: time 3 hour. Yields the product ClC=1C=C(C=CC1F)C=1N=C(NC1)C1=CC(=NC=C1)N1CCN(CC1)C(C)C (1-{4-[4-(3-Chloro-4-fluoro-phenyl)-1H-imidazol-2-yl]-pyridin-2-yl}-4-isopropylpiperazine). RXN SMILES: [CH:1]([N:4]1[CH2:9][CH2:8][N:7]([C:10]2[CH:11]=[C:12]([CH:15]=[CH:16][N:17]=2)[C:13]#[N:14])[CH2:6][CH2:5]1)([CH3:3])[CH3:2].C[Si]([N-:22][Si](C)(C)C)(C)C.[Li+].C(=O)(O)[O-].[Na+].C([O-])([O-])=O.[K+].[K+].Br[CH2:40][C:41]([C:43]1[CH:48]=[CH:47][C:46]([F:49])=[C:45]([Cl:50])[CH:44]=1)=O>C(Cl)(Cl)Cl.O.C1COCC1>[Cl:50][C:45]1[CH:44]=[C:43]([C:41]2[N:14]=[C:13]([C:12]3[CH:15]=[CH:16][N:17]=[C:10]([N:7]4[CH2:6][CH2:5][N:4]([CH:1]([CH3:3])[CH3:2])[CH2:9][CH2:8]4)[CH:11]=3)[NH:22][CH:40]=2)[CH:48]=[CH:47][C:46]=1[F:49] |f:1.2,3.4,5.6.7|. Procedure: To a flame-dried flask was added 2-(4-isopropyl-piperazin-1-yl)-isonicotinonitrile (1.09 g, 4.75 mmol) and anhydrous THF (5 ml). To this stirred solution under nitrogen atmosphere was added a 1.0 M solution of lithium bis(trimethylsilyl)amide in tetrahydrofuran (4.75 ml, 1.0 equiv) via syringe. The reaction mixture was stirred at room temperature for 3 hours. Saturated aqueous sodium bicarbonate solution (7.78 ml) was added, followed by water (7.8 ml), K2CO3 (0.59 g, 4.27 mmol, 0.9 equiv), and a... Reactants: ClC=1C=[N+](C=C(C1C[C@H](OC(COC(C1=CC(=C(C=C1)OC)N(S(=O)(=O)C)CCN1CCOCC1)=O)=O)C1=CC(=C(C=C1)OC(F)F)OCC1CC1)Cl)[O-] ((S)-3,5-dichloro-4-(2-(3-(cyclopropylmethoxy)-4-(difluoromethoxy)phenyl)-2-(2-(4-methoxy-3-(N-(2-morpholinoethyl)methylsulfonamido)benzoyloxy)-acetoxy)ethyl)pyridine 1-oxide), Cl (HCl). Run in CCOC(=O)C (EtOAc), CCOCC (Et2O), CCOCC (Et2O). The product is Cl.ClC=1C=[N+](C=C(C1C[C@H](OC(COC(C1=CC(=C(C=C1)OC)N(S(=O)(=O)C)CCN1CCOCC1)=O)=O)C1=CC(=C(C=C1)OC(F)F)OCC1CC1)Cl)[O-] ((S)-3,5-dichloro-4-(2-(3-(cyclopropylmethoxy)-4-(difluoromethoxy)phenyl)-2-(2-(4-methoxy-3-(N-(2-morpholinoethyl)-methylsulfonamido)benzoyloxy)acetoxy)ethyl)pyridine 1-oxide hydrochloride). Yield: 125.9%. RXN SMILES: [Cl:1][C:2]1[CH:3]=[N+:4]([O-:54])[CH:5]=[C:6]([Cl:53])[C:7]=1[CH2:8][C@@H:9]([C:38]1[CH:43]=[CH:42][C:41]([O:44][CH:45]([F:47])[F:46])=[C:40]([O:48][CH2:49][CH:50]2[CH2:52][CH2:51]2)[CH:39]=1)[O:10][C:11](=[O:37])[CH2:12][O:13][C:14](=[O:36])[C:15]1[CH:20]=[CH:19][C:18]([O:21][CH3:22])=[C:17]([N:23]([CH2:28][CH2:29][N:30]2[CH2:35][CH2:34][O:33][CH2:32][CH2:31]2)[S:24]([CH3:27])(=[O:26])=[O:25])[CH:16]=1.Cl>CCOC(C)=O.CCOCC>[ClH:1].[Cl:1][C:2]1[CH:3]=[N+:4]([O-:54])[CH:5]=[C:6]([Cl:53])[C:7]=1[CH2:8][C@@H:9]([C:38]1[CH:43]=[CH:42][C:41]([O:44][CH:45]([F:46])[F:47])=[C:40]([O:48][CH2:49][CH:50]2[CH2:52][CH2:51]2)[CH:39]=1)[O:10][C:11](=[O:37])[CH2:12][O:13][C:14](=[O:36])[C:15]1[CH:20]=[CH:19][C:18]([O:21][CH3:22])=[C:17]([N:23]([CH2:28][CH2:29][N:30]2[CH2:31][CH2:32][O:33][CH2:34][CH2:35]2)[S:24]([CH3:27])(=[O:26])=[O:25])[CH:16]=1 |f:4.5|. Procedure: (S)-3,5-dichloro-4-(2-(3-(cyclopropylmethoxy)-4-(difluoromethoxy)phenyl)-2-(2-(4-methoxy-3-(N-(2-morpholinoethyl)methylsulfonamido)benzoyloxy)-acetoxy)ethyl)pyridine 1-oxide (21 mg, 0.026 mmol) was dissolved in EtOAc (1 ml). HCl 2M in Et2O (15 μl) was added, then Et2O (5 ml) was added. The precipitate was filtered and dried in the vacuum oven to give 14 mg of final product. Reported procedure: A mixture of (2E)-3-(dimethylamino)-1-{4-[1-(2-methoxypropyl)-1H-1,2,4-triazol-5-yl]-9-oxa-3,6-diazatricyclo[8.4.0.02,6]tetradeca1(14),2,4,10,12-pentaen-12-yl}prop-2-en-1-one (105 mg, 0.250 mmol), tert-butyl 4-hydrazinylpiperidine-1-carboxylate (108 mg, 0.500 mmol), and DIPEA (60 mg, 0.50 mmol) in ethanol (10 mL) was stirred at 80° C. for 48 h under nitrogen atmosphere. After concentration, the residue was purified by reverse phase Combiflash eluting with a 0-40% gradient of CH3CN in 0.3% NH4HCO... The solvent is C(C)O (ethanol). As a reaction SMILES: CN(C)/[CH:3]=[CH:4]/[C:5]([C:7]1[CH:8]=[C:9]2[C:18](=[CH:19][CH:20]=1)[C:17]1[N:13]([CH:14]=[C:15]([C:21]3[N:25]([CH2:26][CH:27]([O:29][CH3:30])[CH3:28])[N:24]=[CH:23][N:22]=3)[N:16]=1)[CH2:12][CH2:11][O:10]2)=O.[NH:32]([CH:34]1[CH2:39][CH2:38][N:37]([C:40]([O:42][C:43]([CH3:46])([CH3:45])[CH3:44])=[O:41])[CH2:36][CH2:35]1)[NH2:33].CCN(C(C)C)C(C)C>C(O)C>[C:43]([O:42]1[CH2:36][CH2:35][CH:34]([N:32]2[C:5]([C:7]3[CH:8]=[C:9]4[C:18](=[CH:19][CH:20]=3)[C:17]3[N:13]([CH:14]=[C:15]([C:21]5[N:25]([CH2:26][CH:27]([O:29][CH3:30])[CH3:28])[N:24]=[CH:23][N:22]=5)[N:16]=3)[CH2:12][CH2:11][O:10]4)=[CH:4][CH:3]=[N:33]2)[CH2:39][CH2:38][NH:37][C:40]1=[O:41])([CH3:46])([CH3:45])[CH3:44]. Reactants: CN(/C=C/C(=O)C=1C=C2OCCN3C=C(N=C3C2=CC1)C1=NC=NN1CC(C)OC)C ((2E)-3-(dimethylamino)-1-{4-[1-(2-methoxypropyl)-1H-1,2,4-triazol-5-yl]-9-oxa-3,6-diazatricyclo[8.4.0.02,6]tetradeca1(14),2,4,10,12-pentaen-12-yl}prop-2-en-1-one), N(N)C1CCN(CC1)C(=O)OC(C)(C)C (tert-butyl 4-hydrazinylpiperidine-1-carboxylate), CCN(C(C)C)C(C)C (DIPEA). Yield: 67.0%. Product: 1-tert-butyl-6-(5-{4-[1-(2-methoxypropyl)-1H-1,2,4-triazol-5-yl]-9-oxa-3,6-diazatricyclo[8.4.0.02,6]tetradeca1(14),2,4,10,12-pentaen-12-yl}-1H-pyrazol-1-yl)-1λ3,3-oxazocan-2-one. Reaction conditions: temperature 80 celsius, time 48 hour.